Dataset: the Open Reaction Database (ORD), a public repository of structured organic reaction records. Task: describe an organic reaction: reactants, conditions, products, and yield Starting materials: C(CCCCCCC)N(CCCCCCCC)C (N,N-dioctylmethylamine), BrCCCCl (1-bromo-3-chloropropane), CO (methanol), C(C)C(=O)C (ethylmethylketone), solid. The solvent is CCCCCC (hexane). Reaction conditions: temperature 65 celsius, time 24 hour. Product: [Br-].ClCCC[N+](C)(CCCCCCCC)CCCCCCCC ((3-chloropropyl)dioctylmethylammonium bromide). As a reaction SMILES: [CH2:1]([N:9]([CH3:18])[CH2:10][CH2:11][CH2:12][CH2:13][CH2:14][CH2:15][CH2:16][CH3:17])[CH2:2][CH2:3][CH2:4][CH2:5][CH2:6][CH2:7][CH3:8].[Br:19][CH2:20][CH2:21][CH2:22][Cl:23].CO.C(C(C)=O)C>CCCCCC>[Br-:19].[Cl:23][CH2:22][CH2:21][CH2:20][N+:9]([CH2:1][CH2:2][CH2:3][CH2:4][CH2:5][CH2:6][CH2:7][CH3:8])([CH2:10][CH2:11][CH2:12][CH2:13][CH2:14][CH2:15][CH2:16][CH3:17])[CH3:18] |f:5.6|. Procedure details: A one-liter, 3-necked, round-bottomed flask equipped with air condensers and a magnetic stirring plate was charged with N,N-dioctylmethylamine (202.48 grams, 0.79 moles), 1-bromo-3-chloropropane (124.8 grams, 0.79 moles) and methanol (250 mL). Reaction was maintained at 65° C. for two days. Methanol was removed by rotary evaporation under reduced pressure to yield an oil. To the oil was added ethylmethylketone (50 mL) and hexane (200 mL) causing a white solid to slowly form. The solvent was deca... The reactants are C1(CC1)SC1=CC=C(C=C1)C(=O)C1=NC(=C(C=C1)C(F)(F)F)OC ([4-(cyclopropylsulfanyl)phenyl][6-methoxy-5-(trifluoromethyl)pyridin-2-yl]methanone), [Si](C1=CC=CC=C1)(C1=CC=CC=C1)(C(C)(C)C)OC[C@H](CS(=O)(=O)C1=NN=NN1C1=CC=CC=C1)C (5-{[(2R)-3-{[tert-butyl(diphenyl)silyl]oxy}-2-methylpropyl]sulfonyl}-1-phenyl-1H-tetrazole). Product: C1(=CC=CC=C1)N1N=NN=C1S(=O)(=O)CC1COCC1 (1-phenyl-5-[(tetrahydrofuran-3-ylmethyl)sulfonyl]-1H-tetrazole). As a reaction SMILES: [CH:1]1(SC2C=CC(C(C3C=CC(C(F)(F)F)=C(OC)N=3)=O)=CC=2)CC1.[Si]([O:42][CH2:43][C@@H:44]([CH3:60])[CH2:45][S:46]([C:49]1[N:53]([C:54]2[CH:59]=[CH:58][CH:57]=[CH:56][CH:55]=2)[N:52]=[N:51][N:50]=1)(=[O:48])=[O:47])(C(C)(C)C)(C1C=CC=CC=1)C1C=CC=CC=1>>[C:54]1([N:53]2[C:49]([S:46]([CH2:45][CH:44]3[CH2:60][CH2:1][O:42][CH2:43]3)(=[O:47])=[O:48])=[N:50][N:51]=[N:52]2)[CH:55]=[CH:56][CH:57]=[CH:58][CH:59]=1. Reported procedure: The title compound was obtained as a white solid (22 mg, 4% (three steps)) by performing substantially the same reaction as in Examples 1-47(1), 1-2 and 1-1(2) sequentially except for using [4-(cyclopropylsulfanyl)phenyl][6-methoxy-5-(trifluoromethyl)pyridin-2-yl]methanone obtained in Reference Example 1-68 and using 5-{[(2R)-3-{[tert-butyl(diphenyl)silyl]oxy}-2-methylpropyl]sulfonyl}-1-phenyl-1H-tetrazole obtained in Reference Example 3-14 in place of 1-phenyl-5-[(tetrahydrofuran-3-ylmethyl)sul... Starting materials: C(C)(C)(C)OC(=O)N1CCC(CC1)(F)CN (4-(aminomethyl)-4-fluoropiperidinecarboxylic acid tert-butyl ester), C1=CC=CC=2C3=CC=CC=C3C(C12)COC(=O)N=C=S (9-fluorenylmethoxycarbonyl isothiocyanate). Run in O1CCCC1 (tetrahydrofuran). Conditions: time 8 hour. Yields the product C(C)(C)(C)OC(=O)N1CCC(CC1)(F)CNC(=S)NC(=O)OCC1C2=CC=CC=C2C=2C=CC=CC12 (4-[({[(fluoren-9-ylmethoxy)carbonylamino] thioxomethyl}amino)methyl]-4-fluoropiperidinecarboxylic acid tert-butyl ester). As a reaction SMILES: [C:1]([O:5][C:6]([N:8]1[CH2:13][CH2:12][C:11]([CH2:15][NH2:16])([F:14])[CH2:10][CH2:9]1)=[O:7])([CH3:4])([CH3:3])[CH3:2].[CH:17]1[C:29]2[CH:28]([CH2:30][O:31][C:32]([N:34]=[C:35]=[S:36])=[O:33])[C:27]3[C:22](=[CH:23][CH:24]=[CH:25][CH:26]=3)[C:21]=2[CH:20]=[CH:19][CH:18]=1>O1CCCC1>[C:1]([O:5][C:6]([N:8]1[CH2:9][CH2:10][C:11]([CH2:15][NH:16][C:35]([NH:34][C:32]([O:31][CH2:30][CH:28]2[C:27]3[CH:26]=[CH:25][CH:24]=[CH:23][C:22]=3[C:21]3[C:29]2=[CH:17][CH:18]=[CH:19][CH:20]=3)=[O:33])=[S:36])([F:14])[CH2:12][CH2:13]1)=[O:7])([CH3:4])([CH3:3])[CH3:2]. Procedure: After dissolving 4-(aminomethyl)-4-fluoropiperidinecarboxylic acid tert-butyl ester (1071 mg, 4.61 mmol) in tetrahydrofuran (10 ml), FmocNCS (9-fluorenylmethoxycarbonyl isothiocyanate) (1425 mg, 5.07 mmol) was added and the mixture was stirred at room temperature overnight. After completion of the reaction, the mixture was concentrated and purified by silica gel column chromatography (hexane/ethyl acetate=10/1-5/1) to obtain 4-[({[(fluoren-9-ylmethoxy)carbonylamino] thioxomethyl}amino)methyl]-4-... As a reaction SMILES: [CH3:1][C:2]1[CH:3]=[C:4]([NH:11][C:12]([N:14]2[CH2:19][CH2:18][N:17]([C:20]3[CH:25]=[CH:24][CH:23]=[CH:22][C:21]=3[O:26][CH3:27])[CH2:16][CH2:15]2)=[O:13])[C:5]([O:9][CH3:10])=[N:6][C:7]=1[CH3:8].[H-].[Na+].[CH2:30](Br)[C:31]1[CH:36]=[CH:35][CH:34]=[CH:33][CH:32]=1>CN(C)C=O>[CH2:30]([N:11]([C:4]1[C:5]([O:9][CH3:10])=[N:6][C:7]([CH3:8])=[C:2]([CH3:1])[CH:3]=1)[C:12]([N:14]1[CH2:15][CH2:16][N:17]([C:20]2[CH:25]=[CH:24][CH:23]=[CH:22][C:21]=2[O:26][CH3:27])[CH2:18][CH2:19]1)=[O:13])[C:31]1[CH:36]=[CH:35][CH:34]=[CH:33][CH:32]=1 |f:1.2|. The reactants are [H-].[Na+] (sodium hydride), CC=1C=C(C(=NC1C)OC)NC(=O)N1CCN(CC1)C1=C(C=CC=C1)OC (1-[(5,6-Dimethyl-2-methoxypyridin-3-yl)aminocarbonyl]-4-(2-methoxyphenyl)piperazine), C(C1=CC=CC=C1)Br (benzyl bromide). Run in CN(C=O)C (dimethylformamide). Conditions: time 1 hour. The product is C(C1=CC=CC=C1)N(C(=O)N1CCN(CC1)C1=C(C=CC=C1)OC)C=1C(=NC(=C(C1)C)C)OC (1-[N-Benzyl-N-(5,6-dimethyl-2-methoxypyridin-3-yl)aminocarbonyl]-4-(2-methoxyphenyl)piperazine). Yield: 93.0%. Procedure details: 1-[(5,6-Dimethyl-2-methoxypyridin-3-yl)aminocarbonyl]-4-(2-methoxyphenyl)piperazine(100 mg, 0.27 mmol) was dissolved in dimethylformamide(15 ml) and thereto sodium hydride(6.5 mg, 0.27 mmol) was added, followed by stirring at room temperature for 1 hr, and successively benzyl bromide(46.2 mg, 0.27 mmol) was added. The resulting mixture was stirred at room temperature for 16 hrs, concentrated under the reduced pressure and purified by column chromatography(ethylacetate:hexane=1:2) to obtain the t... Reactants: C=C1C2CCN(CC2)C1O, ClCCl, Cl, O=C(O)C1(c2ccccc2)CCC1. Yields the product Cl, C=C1C2CCN(CC2)C1OC(=O)C1(c2ccccc2)CCC1. Reaction SMILES: [CH2:15]=[C:16]1[CH:17]([OH:24])[N:18]2[CH2:19][CH2:20][CH:21]1[CH2:22][CH2:23]2.[Cl:25][CH2:26][Cl:27].[ClH:1].[c:2]1([C:8]2([C:12](=[O:13])[OH:14])[CH2:9][CH2:10][CH2:11]2)[cH:3][cH:4][cH:5][cH:6][cH:7]1>>[ClH:1].[c:2]1([C:8]2([C:12](=[O:13])[O:14][CH:17]3[C:16](=[CH2:15])[CH:21]4[CH2:20][CH2:19][N:18]3[CH2:23][CH2:22]4)[CH2:9][CH2:10][CH2:11]2)[cH:3][cH:4][cH:5][cH:6][cH:7]1. Starting materials: C(CCC)OC=1C(OC2=C(C1O)C=CC=C2O)=O (3-butoxy-4,8-dihydroxy-2H-1-benzopyran-2-one), C(C)(=O)OCCCBr (3-bromopropyl acetate). Yields the product C(C)OC=1C(OC2=C(C1O)C=CC=C2OCCCOC(C)=O)=O (3-ethoxy-4-hydroxy-8-(3-acetoxypropyloxy)-2H-1-benzopyran-2-one). Reaction SMILES: [CH2:1]([O:5][C:6]1[C:7](=[O:18])[O:8][C:9]2[C:16]([OH:17])=[CH:15][CH:14]=[CH:13][C:10]=2[C:11]=1[OH:12])[CH2:2]CC.[C:19]([O:22][CH2:23][CH2:24][CH2:25]Br)(=[O:21])[CH3:20]>>[CH2:1]([O:5][C:6]1[C:7](=[O:18])[O:8][C:9]2[C:16]([O:17][CH2:25][CH2:24][CH2:23][O:22][C:19](=[O:21])[CH3:20])=[CH:15][CH:14]=[CH:13][C:10]=2[C:11]=1[OH:12])[CH3:2]. Procedure: In the same manner as in Reference Example 1, except that an equimolar amount of 3-butoxy-4,8-dihydroxy-2H-1-benzopyran-2-one was used in place of 3-ethoxy-4,5-dihydroxy-2H-1-benzopyran-2-one, and 3-bromopropyl acetate was used in place of 2-bromoethyl acetate in Reference Example 1, 3-ethoxy-4-hydroxy-8-(3-acetoxypropyloxy)-2H-1-benzopyran-2-one was obtained. Starting materials: BrB(Br)Br, C1CCOC1, ClCCl, COc1c(F)ccc(C=O)c1F, O. The product is O=Cc1ccc(F)c(O)c1F. As a reaction SMILES: [B:1]([Br:2])([Br:3])[Br:4].[CH2:20]1[O:21][CH2:22][CH2:23][CH2:24]1.[Cl:17][CH2:18][Cl:19].[F:5][c:6]1[c:7]([CH:8]=[O:9])[cH:10][cH:11][c:12]([F:16])[c:13]1[O:14][CH3:15].[OH2:25]>>[F:5][c:6]1[c:7]([CH:8]=[O:9])[cH:10][cH:11][c:12]([F:16])[c:13]1[OH:14].